From a dataset of the Open Reaction Database (ORD), a public repository of structured organic reaction records. describe an organic reaction: reactants, conditions, products, and yield Starting materials: CCO, CCOC(C)=O, Cl, CCOC(=O)c1cnn(Cc2nc(-c3cccc(C(F)(F)F)c3)cs2)c1C(F)(F)F, [Na+], C1CCOC1, [OH-], O. Yields the product O=C(O)c1cnn(Cc2nc(-c3cccc(C(F)(F)F)c3)cs2)c1C(F)(F)F. As a reaction SMILES: [CH3:33][CH2:34][OH:35].[CH3:38][CH2:39][O:40][C:41](=[O:42])[CH3:43].[ClH:36].[F:1][C:2]([c:3]1[c:4]([C:24](=[O:25])[O:26][CH2:27][CH3:28])[cH:5][n:6][n:7]1[CH2:8][c:9]1[s:10][cH:11][c:12](-[c:14]2[cH:15][c:16]([C:20]([F:21])([F:22])[F:23])[cH:17][cH:18][cH:19]2)[n:13]1)([F:29])[F:30].[Na+:32].[O:44]1[CH2:45][CH2:46][CH2:47][CH2:48]1.[OH-:31].[OH2:37]>>[F:1][C:2]([c:3]1[c:4]([C:24](=[O:25])[OH:26])[cH:5][n:6][n:7]1[CH2:8][c:9]1[s:10][cH:11][c:12](-[c:14]2[cH:15][c:16]([C:20]([F:21])([F:22])[F:23])[cH:17][cH:18][cH:19]2)[n:13]1)([F:29])[F:30]. Isolated yield 47.0%. Product: Br.CN(CCCC1(OC2=C(CC1)C=CC=C2O)C)C (2-[3-(dimethylamino)propyl]-3,4-dihydro-2-methyl-2H-1-benzopyran-8-ol, hydrobromide). Starting materials: CN(CCCC1(OC2=C(CC1)C=CC=C2O)C)C (2-[3-(dimethylamino)propyl]-3,4-dihydro-2-methyl-2H-1-benzopyran-8-ol), acetate ester, Br (hydrobromide), product, Br (HBr). The solvent is CO (methanol). Procedure details: 4 g of recrystallized 2-[3-(dimethylamino)propyl]-3,4-dihydro-2-methyl-2H-1-benzopyran-8-ol, acetate ester, hydrobromide (1:1), the product of Example 8, (0.012 moles) in 100 ml of methanol is treated with 1 ml of 48% HBr and refluxed for 1 hour. The solvent is evaporated and the resulting oil dissolved in 50 ml of acetonitrile and 50 ml of ethyl acetate. This is treated with DARCO (Trademark) then diluted to 250 ml with ether to give an off-white solid. Recrystallization in the same manner give... Reaction SMILES: [CH3:1][N:2]([CH3:18])[CH2:3][CH2:4][CH2:5][C:6]1([CH3:17])[CH2:11][CH2:10][C:9]2[CH:12]=[CH:13][CH:14]=[C:15]([OH:16])[C:8]=2[O:7]1.[BrH:19]>CO>[BrH:19].[CH3:18][N:2]([CH3:1])[CH2:3][CH2:4][CH2:5][C:6]1([CH3:17])[CH2:11][CH2:10][C:9]2[CH:12]=[CH:13][CH:14]=[C:15]([OH:16])[C:8]=2[O:7]1 |f:3.4|. Starting materials: C(C)(C)[C@@H]1CC[C@H](CC1)N (trans-4-isopropyl-cyclo-hexylamine), ClC1=NC=C(C2=CC=CC=C12)CCC=1C=NC(=CC1)C (1-chloro-4-[2-(6-methyl-pyridin-3-yl)-ethyl]-isoquinoline), N (NH3), O (water). Run in CCOC(=O)C (EtOAc). Yields the product C(C)(C)[C@@H]1CC[C@H](CC1)NC1=NC=C(C2=CC=CC=C12)CCC=1C=NC(=CC1)C (trans 1-(4-isopropyl-cyclohexylamino)-4-[2-(6-methyl-pyridin-3-yl)-ethyl]-isoquinoline). Reaction SMILES: [CH:1]([C@H:4]1[CH2:9][CH2:8][C@H:7]([NH2:10])[CH2:6][CH2:5]1)([CH3:3])[CH3:2].Cl[C:12]1[C:21]2[C:16](=[CH:17][CH:18]=[CH:19][CH:20]=2)[C:15]([CH2:22][CH2:23][C:24]2[CH:25]=[N:26][C:27]([CH3:30])=[CH:28][CH:29]=2)=[CH:14][N:13]=1.N.O>CCOC(C)=O>[CH:1]([C@H:4]1[CH2:9][CH2:8][C@H:7]([NH:10][C:12]2[C:21]3[C:16](=[CH:17][CH:18]=[CH:19][CH:20]=3)[C:15]([CH2:22][CH2:23][C:24]3[CH:25]=[N:26][C:27]([CH3:30])=[CH:28][CH:29]=3)=[CH:14][N:13]=2)[CH2:6][CH2:5]1)([CH3:3])[CH3:2]. Procedure details: Under a N2 atmosphere, 600 mg (4.25 mmol) of trans-4-isopropyl-cyclo-hexylamine [for preparation see Arzneim. Forsch. 19 (1969), 140] and 120 mg (0.424 mmol) of 1-chloro-4-[2-(6-methyl-pyridin-3-yl)-ethyl]-isoquinoline are heated to 140° C. in an ampulla for 10 h. The reaction mixture is suspended in EtOAc, and mixed with 0.25 ml of NH3 solution (25%) and water. The separated aqueous phase is extracted twice more with EtOAc, the organic phases washed with water and brine, dried (Na2SO4) and conc... Starting materials: ClC1=CC=CC2=C1C(N(CC=1N2C=NC1C1=NOC(=N1)CCl)C)=O (7-chloro-3-(5-chloromethyl-1,2,4-oxadiazol-3-yl)-5-methyl-5,6-dihydro-4H-imidazo[1,5-a][1,4]benzodiazepin-6-one), C(CC)NCCC (dipropylamine). Solvent: CN(C=O)C (N,N-dimethylformamide). Product: ClC1=CC=CC2=C1C(N(CC=1N2C=NC1C1=NOC(=N1)CN(CCC)CCC)C)=O (7-chloro-3-(5-dipropylaminomethyl-1,2,4-oxadiazol-3-yl)-5-methyl-5,6-dihydro-4H-imidazo[1,5-a][1,4]benzodiazepin-6-one). The yield is 90.1%. As a reaction SMILES: [Cl:1][C:2]1[C:7]2[C:8](=[O:24])[N:9]([CH3:23])[CH2:10][C:11]3[N:12]([CH:13]=[N:14][C:15]=3[C:16]3[N:20]=[C:19]([CH2:21]Cl)[O:18][N:17]=3)[C:6]=2[CH:5]=[CH:4][CH:3]=1.[CH2:25]([NH:28][CH2:29][CH2:30][CH3:31])[CH2:26][CH3:27]>CN(C)C=O>[Cl:1][C:2]1[C:7]2[C:8](=[O:24])[N:9]([CH3:23])[CH2:10][C:11]3[N:12]([CH:13]=[N:14][C:15]=3[C:16]3[N:20]=[C:19]([CH2:21][N:28]([CH2:29][CH2:30][CH3:31])[CH2:25][CH2:26][CH3:27])[O:18][N:17]=3)[C:6]=2[CH:5]=[CH:4][CH:3]=1. Reported procedure: 1.09 g (3 mmol) of 7-chloro-3-(5-chloromethyl-1,2,4-oxadiazol-3-yl)-5-methyl-5,6-dihydro-4H-imidazo[1,5-a][1,4]benzodiazepin-6-one were stirred at room temperature for 4.5 hours with 1.02 g (10 mmol) of dipropylamine and 15 ml of N,N-dimethylformamide. By evaporation of the reaction mixture and chromatography of the residue on silica gel while eluting with ethyl acetate there were obtained 1.16 g (90%) of 7-chloro-3-(5-dipropylaminomethyl-1,2,4-oxadiazol-3-yl)-5-methyl-5,6-dihydro-4H-imidazo[1,5... Starting materials: C(#N)C1=C2N(N=C1)C=CN2 (7-Cyano-1H-imidazo[1,2-b]pyrazole), S(O)(O)(=O)=O (sulfuric acid), [OH-].[NH4+] (ammonium hydroxide). Run in ice water. Reaction conditions: time 45 minute. The product is C(N)(=O)C1=C2N(N=C1)C=CN2 (7-carbamoyl-1H-imidazo[1,2-b]pyrazole). Reaction SMILES: [C:1]([C:3]1[CH:7]=[N:6][N:5]2[CH:8]=[CH:9][NH:10][C:4]=12)#[N:2].S(=O)(=O)(O)[OH:12].[OH-].[NH4+]>>[C:1]([C:3]1[CH:7]=[N:6][N:5]2[CH:8]=[CH:9][NH:10][C:4]=12)(=[O:12])[NH2:2] |f:2.3|. Procedure details: 7-Cyano-1H-imidazo[1,2-b]pyrazole (3 g) was added to conc. sulfuric acid under ice-cooling. The mixture was stirred at room temperature for 45 minutes. The reaction mixture was cooled at 0°-5° C. and carefully poured into ice water (30 ml). The aqueous solution was neutralized with conc. ammonium hydroxide solution and stirred for 1 hour under ice-cooling. The precipitate was collected, washed with cold water and dried over phosphorus pentoxide in vacuo to give 7-carbamoyl-1H-imidazo[1,2-b]pyraz... Starting materials: COC(=O)C(N)CC1CC1, O=C(O)c1ccc(C2CC2)c(OCC2CC2)n1, Cl. Product: COC(=O)C(CC1CC1)NC(=O)c1ccc(C2CC2)c(OCC2CC2)n1. RXN SMILES: [CH3:19][O:20][C:21]([CH:22]([CH2:23][CH:24]1[CH2:25][CH2:26]1)[NH2:27])=[O:28].[CH:1]1([c:4]2[cH:5][cH:6][c:7]([C:15](=[O:16])[OH:17])[n:8][c:9]2[O:10][CH2:11][CH:12]2[CH2:13][CH2:14]2)[CH2:2][CH2:3]1.[ClH:18]>>[CH:1]1([c:4]2[cH:5][cH:6][c:7]([C:15](=[O:17])[NH:27][CH:22]([C:21]([O:20][CH3:19])=[O:28])[CH2:23][CH:24]3[CH2:25][CH2:26]3)[n:8][c:9]2[O:10][CH2:11][CH:12]2[CH2:13][CH2:14]2)[CH2:2][CH2:3]1. As a reaction SMILES: Cl.CO[CH2:4][NH2:5].[Cl:6][C:7]1[CH:8]=[C:9]2[C:13](=[CH:14][CH:15]=1)[NH:12][C:11]([C:16]([NH:18][CH2:19][C:20]([OH:22])=O)=[O:17])=[CH:10]2.C[CH2:24][O:25]CC>>[CH3:24][O:25][N:5]([CH3:4])[C:20]([CH2:19][NH:18][C:16]([C:11]1[NH:12][C:13]2[C:9]([CH:10]=1)=[CH:8][C:7]([Cl:6])=[CH:15][CH:14]=2)=[O:17])=[O:22] |f:0.1|. Procedure: Methoxymethylamine hydrochloride (1.0 mmol) and [(5-chloro-1H-indole-2-carbonyl)-amino]-acetic acid (1.0 mmol) were coupled according to Procedure A. The resulting solid was suspended in ether, filtered and dried: Yield 158 mg, 53%; PBMS 296/298 (MH+, 100%); Product: CON(C(=O)CNC(=O)C=1NC2=CC=C(C=C2C1)Cl)C (5-Chloro-1H-indole-2-carboxylic acid [(methoxy-methyl-carbamoyl)-methyl]-amide). Starting materials: Cl.COCN (Methoxymethylamine hydrochloride), ClC=1C=C2C=C(NC2=CC1)C(=O)NCC(=O)O ([(5-chloro-1H-indole-2-carbonyl)-amino]-acetic acid), CCOCC (ether).